From a dataset of the Open Reaction Database (ORD), a public repository of structured organic reaction records. describe an organic reaction: reactants, conditions, products, and yield Reactants: CN(C)C1(c2ccccc2)CCC(=CC(=O)NCCCCc2ccccc2)CC1, CCC(C)=O, C[Si](C)(C)Cl. Yields the product CN(C)C1(c2ccccc2)CCC(=CC(=O)NCCCCc2ccccc2)CC1, Cl. As a reaction SMILES: [CH3:1][N:2]([C:3]1([c:23]2[cH:24][cH:25][cH:26][cH:27][cH:28]2)[CH2:4][CH2:5][C:6](=[CH:9][C:10](=[O:11])[NH:12][CH2:13][CH2:14][CH2:15][CH2:16][c:17]2[cH:18][cH:19][cH:20][cH:21][cH:22]2)[CH2:7][CH2:8]1)[CH3:29].[CH3:35][C:36]([CH2:37][CH3:38])=[O:39].[Cl:30][Si:31]([CH3:32])([CH3:33])[CH3:34]>>[CH3:1][N:2]([C:3]1([c:23]2[cH:24][cH:25][cH:26][cH:27][cH:28]2)[CH2:4][CH2:5][C:6](=[CH:9][C:10](=[O:11])[NH:12][CH2:13][CH2:14][CH2:15][CH2:16][c:17]2[cH:18][cH:19][cH:20][cH:21][cH:22]2)[CH2:7][CH2:8]1)[CH3:29].[ClH:30]. Starting materials: Cc1cnc(C(=O)Cc2ccc(OCc3ccccc3)cc2)s1, C1CCOC1, CCOC(=O)CP(=O)(OCC)OCC, [H-], [Na+]. Product: CCOC(=O)C=C(Cc1ccc(OCc2ccccc2)cc1)c1ncc(C)s1. As a reaction SMILES: [CH2:17]([c:18]1[cH:19][cH:20][cH:21][cH:22][cH:23]1)[O:24][c:25]1[cH:26][cH:27][c:28]([CH2:31][C:32](=[O:33])[c:34]2[s:35][c:36]([CH3:39])[cH:37][n:38]2)[cH:29][cH:30]1.[CH2:40]1[O:41][CH2:42][CH2:43][CH2:44]1.[CH3:3][CH2:4][O:5][C:6](=[O:7])[CH2:8][P:9]([O:10][CH2:11][CH3:12])([O:13][CH2:14][CH3:15])=[O:16].[H-:2].[Na+:1]>>[CH3:3][CH2:4][O:5][C:6](=[O:7])[CH:8]=[C:32]([CH2:31][c:28]1[cH:27][cH:26][c:25]([O:24][CH2:17][c:18]2[cH:19][cH:20][cH:21][cH:22][cH:23]2)[cH:30][cH:29]1)[c:34]1[s:35][c:36]([CH3:39])[cH:37][n:38]1. Reactants: C=CCN1CC(Cc2ccccc2)Oc2ccc(I)cc2C1=O, C1CCOC1. The product is O=C1c2cc(I)ccc2OC(Cc2ccccc2)CN1CCCO. RXN SMILES: [CH2:1]([CH:2]=[CH2:3])[N:4]1[C:5](=[O:23])[c:6]2[c:7]([cH:18][cH:19][c:20]([I:22])[cH:21]2)[O:8][CH:9]([CH2:11][c:12]2[cH:13][cH:14][cH:15][cH:16][cH:17]2)[CH2:10]1.[CH2:24]1[CH2:27][CH2:26][CH2:25][O:28]1>>[CH2:1]([CH2:2][CH2:3][OH:28])[N:4]1[C:5](=[O:23])[c:6]2[c:7]([cH:18][cH:19][c:20]([I:22])[cH:21]2)[O:8][CH:9]([CH2:11][c:12]2[cH:13][cH:14][cH:15][cH:16][cH:17]2)[CH2:10]1.